From a dataset of the Open Reaction Database (ORD), a public repository of structured organic reaction records. describe an organic reaction: reactants, conditions, products, and yield Starting materials: CCN(C)c1nc2c(C(=O)[O-])cccc2o1, Cl, Cl, [Li+], NC1CN2CCC1CC2. Yields the product CCN(C)c1nc2c(C(=O)NC3CN4CCC3CC4)cccc2o1. RXN SMILES: [CH2:1]([CH3:2])[N:3]([c:4]1[o:5][c:6]2[c:7]([n:8]1)[c:9]([C:13](=[O:14])[O-:15])[cH:10][cH:11][cH:12]2)[CH3:16].[ClH:18].[ClH:19].[Li+:17].[NH2:20][CH:21]1[CH2:22][N:23]2[CH2:24][CH2:25][CH:26]1[CH2:27][CH2:28]2>>[CH2:1]([CH3:2])[N:3]([c:4]1[o:5][c:6]2[c:7]([n:8]1)[c:9]([C:13](=[O:15])[NH:20][CH:21]1[CH2:22][N:23]3[CH2:24][CH2:25][CH:26]1[CH2:27][CH2:28]3)[cH:10][cH:11][cH:12]2)[CH3:16]. Starting materials: BrC1=C(N=C(O1)C1=C(C=CC=C1F)F)C#N (5-bromo-2-(2,6-difluorophenyl)oxazole-4-carbonitrile), C(CCC)[Sn](C1=NC=CC=C1)(CCCC)CCCC (tri-n-butyl(2-pyridyl)tin), CO (MeOH). Reagents/catalysts: C=1C=CC(=CC1)[P](C=2C=CC=CC2)(C=3C=CC=CC3)[Pd]([P](C=4C=CC=CC4)(C=5C=CC=CC5)C=6C=CC=CC6)([P](C=7C=CC=CC7)(C=8C=CC=CC8)C=9C=CC=CC9)[P](C=1C=CC=CC1)(C=1C=CC=CC1)C=1C=CC=CC1 (tetrakis(triphenylphosphine)palladium(0)). Run in C(C)#N (acetonitrile). Conditions: temperature 150 celsius. Product: FC1=C(C(=CC=C1)F)C=1OC(=C(N1)C(=O)N)C1=NC=CC=C1 (2-(2,6-difluorophenyl)-5-(pyridin-2-yl)oxazole-4-carboxamide). Isolated yield 58.0%. As a reaction SMILES: Br[C:2]1[O:6][C:5]([C:7]2[C:12]([F:13])=[CH:11][CH:10]=[CH:9][C:8]=2[F:14])=[N:4][C:3]=1[C:15]#[N:16].C([Sn](CCCC)(CCCC)[C:22]1[CH:27]=[CH:26][CH:25]=[CH:24][N:23]=1)CCC.C[OH:37]>C(#N)C.C1C=CC([P]([Pd]([P](C2C=CC=CC=2)(C2C=CC=CC=2)C2C=CC=CC=2)([P](C2C=CC=CC=2)(C2C=CC=CC=2)C2C=CC=CC=2)[P](C2C=CC=CC=2)(C2C=CC=CC=2)C2C=CC=CC=2)(C2C=CC=CC=2)C2C=CC=CC=2)=CC=1>[F:14][C:8]1[CH:9]=[CH:10][CH:11]=[C:12]([F:13])[C:7]=1[C:5]1[O:6][C:2]([C:22]2[CH:27]=[CH:26][CH:25]=[CH:24][N:23]=2)=[C:3]([C:15]([NH2:16])=[O:37])[N:4]=1 |^1:44,46,65,84|. Reported procedure: A mixture of 5-bromo-2-(2,6-difluorophenyl)oxazole-4-carbonitrile (0.050 g, 0.16 mmol), tri-n-butyl(2-pyridyl)tin (0.120 g, 0.32 mmol) and tetrakis(triphenylphosphine)palladium(0) (0.010 g, 0.008 mmol) in acetonitrile (2.5 mL) was heated in the microwave for 15 minutes at 150° C. The reaction was diluted with MeOH and passed through a MP-SH resin cartridge (0.5 g), then purified by SPE using a MP-TsOH resin (500 mg) cartridge and the solvent removed in vacuo. The residue was purified by preparat... The product is FC1=C(C=CC(=C1)F)NC(=O)NC1=C(C=C(C=C1)OC1=NC=NC2=CC(=C(C=C12)OC)OC)C (N-(2,4-Difluorophenyl)-N′-{4-[(6,7-dimethoxy-4-quinazolinyl)oxy]-2-methylphenyl}urea). Reported procedure: 4-[(6,7-Dimethoxy-4-quinazolinyl)oxy]-2-methyl-aniline (50 mg) was dissolved in chloroform (3 ml), and 2,4-difluorophenyl isocyanate (23 μl) was then added to the solution. The mixture was heated under reflux overnight. The precipitated crystal was collected by filtration and was washed to quantitatively give the title compound. Reactants: COC=1C=C2C(=NC=NC2=CC1OC)OC1=CC(=C(N)C=C1)C (4-[(6,7-Dimethoxy-4-quinazolinyl)oxy]-2-methyl-aniline), FC1=C(C=CC(=C1)F)N=C=O (2,4-difluorophenyl isocyanate). As a reaction SMILES: [CH3:1][O:2][C:3]1[CH:4]=[C:5]2[C:10](=[CH:11][C:12]=1[O:13][CH3:14])[N:9]=[CH:8][N:7]=[C:6]2[O:15][C:16]1[CH:22]=[CH:21][C:19]([NH2:20])=[C:18]([CH3:23])[CH:17]=1.[F:24][C:25]1[CH:30]=[C:29]([F:31])[CH:28]=[CH:27][C:26]=1[N:32]=[C:33]=[O:34]>C(Cl)(Cl)Cl>[F:24][C:25]1[CH:30]=[C:29]([F:31])[CH:28]=[CH:27][C:26]=1[NH:32][C:33]([NH:20][C:19]1[CH:21]=[CH:22][C:16]([O:15][C:6]2[C:5]3[C:10](=[CH:11][C:12]([O:13][CH3:14])=[C:3]([O:2][CH3:1])[CH:4]=3)[N:9]=[CH:8][N:7]=2)=[CH:17][C:18]=1[CH3:23])=[O:34]. Solvent: C(Cl)(Cl)Cl (chloroform). Starting materials: N1(CCOCC1)N1C(CC2=CC=CC=C12)=O (1,3-dihydro-1-(4-morpholinyl)-2H-indol-2-one), Cl.N1=CC=C(C=C1)CCl (4-picolyl chloride hydrochloride), O.C(Cl)(Cl)Cl (water chloroform). Reagents/catalysts: [Cl-].C(C1=CC=CC=C1)[N+](CC)(CC)CC (benzyltriethylammonium chloride). Run in C1(=CC=CC=C1)C (toluene), [OH-].[Na+] (sodium hydroxide). Run at temperature 70 celsius. Yields the product N1(CCOCC1)N1C(C(C2=CC=CC=C12)(CC1=CC=NC=C1)CC1=CC=NC=C1)=O (1,3-dihydro-1-(4-morpholinyl)-3,3-bis(4-pyridinyl methyl)-2H-indol-2-one). The yield is 87.9%. RXN SMILES: [N:1]1([N:7]2[C:15]3[C:10](=[CH:11][CH:12]=[CH:13][CH:14]=3)[CH2:9][C:8]2=[O:16])[CH2:6][CH2:5][O:4][CH2:3][CH2:2]1.Cl.[N:18]1[CH:23]=[CH:22][C:21]([CH2:24]Cl)=[CH:20][CH:19]=1.O.C(Cl)(Cl)Cl>[Cl-].C([N+](CC)(CC)CC)C1C=CC=CC=1.C1(C)C=CC=CC=1.[OH-].[Na+]>[N:1]1([N:7]2[C:15]3[C:10](=[CH:11][CH:12]=[CH:13][CH:14]=3)[C:9]([CH2:24][C:21]3[CH:22]=[CH:23][N:18]=[CH:19][CH:20]=3)([CH2:24][C:21]3[CH:22]=[CH:23][N:18]=[CH:19][CH:20]=3)[C:8]2=[O:16])[CH2:2][CH2:3][O:4][CH2:5][CH2:6]1 |f:1.2,3.4,5.6,8.9|. Reported procedure: A mixture of 1,3-dihydro-1-(4-morpholinyl)-2H-indol-2-one (0.5 g, 2.3 mmole), 4-picolyl chloride hydrochloride (0.83 g, 5.0 mmole), benzyltriethylammonium chloride (0.053 g, 0.23 mmole) in toluene (5 ml) and 50% sodium hydroxide solution (3.6 ml) were heated at 70° C. for three hours. The reaction was cooled to room temperature and poured into water/chloroform (30 ml each). The layers were separated and the aqueous layer extracted with additional chloroform (3×20 ml). The combined organic layers... Reactants: C(C)O\C=C/C=1C=C(C=2N(C1)C=NN2)C2=CC=CC=C2 ((Z)-6-(2-ethoxyvinyl)-8-phenyl-[1,2,4]triazolo[4,3-a]pyridine), C1CC(=O)N(C1=O)Br (NBS), C(CC)NC(=S)N (1-propylthiourea). Solvent: O1CCOCC1 (1,4-dioxane), O (water). Run at time 1 hour. Product: C1(=CC=CC=C1)C=1C=2N(C=C(C1)C1=CN=C(S1)NCCC)C=NN2 (5-(8-phenyl-[1,2,4]triazolo[4,3-a]pyridin-6-yl)-N-propylthiazol-2-amine). The yield is 27.4%. Reaction SMILES: C(O/[CH:4]=[CH:5]\[C:6]1[CH:7]=[C:8]([C:15]2[CH:20]=[CH:19][CH:18]=[CH:17][CH:16]=2)[C:9]2[N:10]([CH:12]=[N:13][N:14]=2)[CH:11]=1)C.C1C(=O)N(Br)C(=O)C1.[CH2:29]([NH:32][C:33]([NH2:35])=[S:34])[CH2:30][CH3:31]>O1CCOCC1.O>[C:15]1([C:8]2[C:9]3[N:10]([CH:12]=[N:13][N:14]=3)[CH:11]=[C:6]([C:5]3[S:34][C:33]([NH:32][CH2:29][CH2:30][CH3:31])=[N:35][CH:4]=3)[CH:7]=2)[CH:16]=[CH:17][CH:18]=[CH:19][CH:20]=1. Procedure: A solution of (Z)-6-(2-ethoxyvinyl)-8-phenyl-[1,2,4]triazolo[4,3-a]pyridine (13 mg, 0.049 mmol) in 1,4-dioxane (1 mL) and water (1 mL) was added NBS (9.4 mg, 0.054 mmol) and stirred at rt for 1 h. The mixture was then added 1-propylthiourea (6.4 mg, 0.054 mmol), heated to 85-90° C. for 10 h, then cooled and concentrated. The residue was dissolved in a mixture of 20% MeOH in dichloromethane and purified by 500 μm silica gel prep plate using 75% ethyl acetate in hexanes as an eluent. The product w... Reactants: Cc1nc2c(F)cc(C(C)(C)C)cc2c(O)c1C, CCCOC(=O)Cl, [H-], [Na+], C1CCOC1, O. The product is CCCOC(=O)c1c(C)c(C)nc2c(F)cc(C(C)(C)C)cc12. As a reaction SMILES: [CH3:3][c:4]1[n:5][c:6]2[c:7]([F:20])[cH:8][c:9]([C:16]([CH3:17])([CH3:18])[CH3:19])[cH:10][c:11]2[c:12]([OH:15])[c:13]1[CH3:14].[Cl:21][C:22](=[O:23])[O:24][CH2:25][CH2:26][CH3:27].[H-:1].[Na+:2].[O:29]1[CH2:30][CH2:31][CH2:32][CH2:33]1.[OH2:28]>>[CH3:3][c:4]1[n:5][c:6]2[c:7]([F:20])[cH:8][c:9]([C:16]([CH3:17])([CH3:18])[CH3:19])[cH:10][c:11]2[c:12]([C:22](=[O:23])[O:24][CH2:25][CH2:26][CH3:27])[c:13]1[CH3:14]. Starting materials: Cl (HCl), CC1=NC=CC(=C1)C1=CC=C(C(=O)OCC)C=C1 (Ethyl 4-(2-methyl-4-pyridyl)benzoate), O (water), [OH-].[Na+] (NaOH). Reaction SMILES: [CH3:1][C:2]1[CH:7]=[C:6]([C:8]2[CH:18]=[CH:17][C:11]([C:12]([O:14]CC)=[O:13])=[CH:10][CH:9]=2)[CH:5]=[CH:4][N:3]=1.[OH-].[Na+].O.Cl>CO>[CH3:1][C:2]1[CH:7]=[C:6]([C:8]2[CH:18]=[CH:17][C:11]([C:12]([OH:14])=[O:13])=[CH:10][CH:9]=2)[CH:5]=[CH:4][N:3]=1 |f:1.2|. Solvent: CO (methanol). Reported procedure: Ethyl 4-(2-methyl-4-pyridyl)benzoate (185 mg) was dissolved in methanol (7.5 ml) and 1.0M NaOH (3.75 ml) and heated at 60° C. for 3 hours. The resulting mixture was reduced to low volume then water (10 ml) added, the solution neutralised to pH 7 with 10M HCl, the resulting precipitate filtered and dried over P2O5 to give 4-(2-methyl-4-pyridyl)benzoic acid as a light brown solid (73 mg); mp 293-294° C.; 1H NMR (300 MHz, DMSO-d6) δ=2.52 (s,3H), 7.53 (d,1H), 7.62 (s,1H), 7.89 (d,2H), 8.04 (d,2H), 8... Yields the product CC1=NC=CC(=C1)C1=CC=C(C(=O)O)C=C1 (4-(2-methyl-4-pyridyl)benzoic acid). The yield is 44.7%. Starting materials: C(C)(C)(C)C=1C=C2C=CC3=CC=C(C4=CC=C(C1)C2=C43)C4=CC=CC=C4 (7-t-butyl-1-phenylpyrene), CO (methanol), [Br-].[Br-].[Br-].C(C1=CC=CC=C1)[N+](C)(C)C.C(C1=CC=CC=C1)[N+](C)(C)C.C(C1=CC=CC=C1)[N+](C)(C)C (benzyltrimethylammonium tribromide), O (water). Solvent: ClCCl (dichloromethane), ClCCl (dichloromethane). Conditions: time 2 hour. Yields the product BrC1=CC(=C2C=CC3=CC(=CC4=CC=C1C2=C34)C(C)(C)C)C3=CC=CC=C3 (1-bromo-7-t-butyl-3-phenylpyrene). The yield is 186.7%. As a reaction SMILES: [C:1]([C:5]1[CH:6]=[C:7]2[C:19]3=[C:20]4[C:10](=[CH:11][CH:12]=[C:13]([C:21]5[CH:26]=[CH:25][CH:24]=[CH:23][CH:22]=5)[C:14]4=[CH:15][CH:16]=[C:17]3[CH:18]=1)[CH:9]=[CH:8]2)([CH3:4])([CH3:3])[CH3:2].CO.[Br-:29].[Br-].[Br-].C([N+](C)(C)C)C1C=CC=CC=1.C([N+](C)(C)C)C1C=CC=CC=1.C([N+](C)(C)C)C1C=CC=CC=1.O>ClCCl>[Br:29][C:11]1[C:10]2[C:20]3=[C:19]4[C:7](=[CH:8][CH:9]=2)[CH:6]=[C:5]([C:1]([CH3:4])([CH3:2])[CH3:3])[CH:18]=[C:17]4[CH:16]=[CH:15][C:14]3=[C:13]([C:21]2[CH:26]=[CH:25][CH:24]=[CH:23][CH:22]=2)[CH:12]=1 |f:2.3.4.5.6.7|. Reported procedure: Then, a mixed solution of 1.5 g of 7-t-butyl-1-phenylpyrene, 25 ml of dichloromethane and 8 ml of methanol was cooled to 0° C. under a nitrogen stream, and 1.7 g of benzyltrimethylammonium tribromide dissolved in 5 ml of dichloromethane was added dropwise. After this mixed solution was stirred at room temperature for 2 hours, 20 ml of water was added, and this was extracted with 20 ml of dichloromethane. The organic layer was washed with 20 ml of water two times, dried with magnesium sulfate, an... Reaction SMILES: [NH2:1][CH:2]([C:21]1[CH:26]=[CH:25][C:24]([OH:27])=[CH:23][CH:22]=1)[C:3]([NH:5][CH:6]1[C:19](=[O:20])[N:8]2[CH:9]([C:14]3[NH:18][N:17]=[N:16][N:15]=3)[C:10]([CH3:13])([CH3:12])[S:11][C@H:7]12)=[O:4].C(=O)(O)[O-].[Na+].[C:33]1([N:39]=[C:40]=[O:41])[CH:38]=[CH:37][CH:36]=[CH:35][CH:34]=1.CCOCC.C([O-])(=O)C.Cl>CC(C)=O.O>[C:33]1([NH:39][C:40](=[O:41])[NH:1][CH:2]([C:21]2[CH:22]=[CH:23][C:24]([OH:27])=[CH:25][CH:26]=2)[C:3]([NH:5][CH:6]2[C:19](=[O:20])[N:8]3[CH:9]([C:14]4[NH:18][N:17]=[N:16][N:15]=4)[C:10]([CH3:12])([CH3:13])[S:11][C@H:7]23)=[O:4])[CH:38]=[CH:37][CH:36]=[CH:35][CH:34]=1 |f:1.2,4.5,7.8|. Product: C1(=CC=CC=C1)NC(NC(C(=O)NC1[C@@H]2N(C(C(S2)(C)C)C2=NN=NN2)C1=O)C1=CC=C(C=C1)O)=O (6-(2-[3-phenylureido]-2-[p-hydroxyphenyl] acetamido)-2,2-dimethyl-3-(5-tetrazolyl)penam). The reactants are NC(C(=O)NC1[C@@H]2N(C(C(S2)(C)C)C2=NN=NN2)C1=O)C1=CC=C(C=C1)O (6-(2-amino-2-[p-hydroxyphenyl]acetamido)-2,2-dimethyl-3-(5-tetrazolyl)penam), CCOCC.C(C)(=O)[O-] (ether acetate), Cl (hydrochloric acid), C1(=CC=CC=C1)N=C=O (phenyl isocyanate), C([O-])(O)=O.[Na+] (sodium bicarbonate). Reported procedure: To a stirred solution of 0.78 g. (0.002 mole) of 6-(2-amino-2-[p-hydroxyphenyl]acetamido)-2,2-dimethyl-3-(5-tetrazolyl)penam in 40 ml. of 1:1 acetone-water, the pH of which has been adjusted to 6.0 by the addition of sodium bicarbonate solution, is added 0.238 g. (0.002 mole) of phenyl isocyanate, at ambient temperature. Stirring is continued at ambient temperature for a further 30 minutes, and then 50 ml. of ether acetate is added. The pH of the aqueous phase is lowered to 1.5 with 1 N hydrochl... Conditions: time 30 minute. The yield is 66.0%. The solvent is CC(=O)C.O (acetone water). The reactants are C(C)(C)(C)OC(=O)N(CC[C@@H]1CC[C@H](CC1)C(=O)O)C (trans-4-[2-(tert-butoxycarbonyl-methyl-amino)-ethyl]-cyclohexanecarboxylic acid), Cl (HCl). Solvent: O1CCOCC1 (dioxane), O1CCOCC1 (dioxane). Reaction conditions: temperature 10 celsius, time 3 hour. The product is CNCC[C@@H]1CC[C@H](CC1)C(=O)O.Cl (trans-4-(2-methylamino-ethyl)-cyclohexanecarboxylic acid·HCl). The yield is 101.2%. Reaction SMILES: C(O[C:6]([N:8](C)[CH2:9][CH2:10][C@H:11]1[CH2:16][CH2:15][C@H:14]([C:17]([OH:19])=[O:18])[CH2:13][CH2:12]1)=O)(C)(C)C.[ClH:21]>O1CCOCC1>[CH3:6][NH:8][CH2:9][CH2:10][C@H:11]1[CH2:16][CH2:15][C@H:14]([C:17]([OH:19])=[O:18])[CH2:13][CH2:12]1.[ClH:21] |f:3.4|. Reported procedure: A solution of 17.24 g (60.4 mmol) of trans-4-[2-(tert-butoxycarbonyl-methyl-amino)-ethyl]-cyclohexanecarboxylic acid was dissolved in 150 mL of dioxane, cooled to 10° C. and treated with 151 mL (604.1 mmol, 10 eq) of 4M HCl in dioxane, then warmed to RT and stirred for 3 h. The solution was evaporated to ca. 15 mL, precipitated with ˜100 mL of Et2O and cooled to 0° C. The solid precipitate was filtrated, washed with Et2O (×3) and dried under reduced pressure to yield 13.55 g (quantitative) of tr...